Dataset: the Open Reaction Database (ORD), a public repository of structured organic reaction records. Task: describe an organic reaction: reactants, conditions, products, and yield Procedure details: A solution of 2,4-difluororesorcinol (0.50 g, 3.4 mmol) and hexamethylenetetraamine (0.96 g, 6.8 mmol) in 4 mL trifluoroacetic acid is heated to reflux for 24 hours. After cooling, the reaction is quenched by the addition of 2 mL 20% H2SO4, and then stirred for an additional hour. The reaction mixture is then poured into 50 mL water and extracted with EtOAc (50 mL×2), washed with brine (30 mL), dried over anhydrous MgSO4, and concentrated in vacuo. The residue is purified by sublimation to yield... The product is FC=1C(=C(C=O)C=C(C1O)F)O (3,5-difluoro-2,4-dihydroxybenzaldehyde). Starting materials: FC1=C(O)C=CC(=C1O)F (2,4-difluororesorcinol), C1N2CN3CN1CN(C2)C3 (hexamethylenetetraamine), FC(C(=O)O)(F)F (trifluoroacetic acid). Reaction SMILES: [F:1][C:2]1[C:8]([OH:9])=[C:7]([F:10])[CH:6]=[CH:5][C:3]=1[OH:4].C1N2CN3CN(C2)CN1C3.FC(F)(F)[C:23](O)=[O:24]>>[F:1][C:2]1[C:3]([OH:4])=[C:5]([CH:6]=[C:7]([F:10])[C:8]=1[OH:9])[CH:23]=[O:24]. Isolated yield 59.0%. The reactants are [Al+3], CCN(C(C)=O)c1ccc2c(c1)Cc1c-2[nH]c2ccccc12, O=C([O-])C(O)C(O)C(=O)[O-], CCO, [H-], [H-], [H-], [H-], [K+], [Li+], [Na+], C1CCOC1. Yields the product CCN(CC)c1ccc2c(c1)Cc1c-2[nH]c2ccccc12. RXN SMILES: [Al+3:24].[C:1]([CH3:2])(=[O:3])[N:4]([CH2:5][CH3:6])[c:7]1[cH:8][c:9]2[c:20]([cH:21][cH:22]1)-[c:12]1[c:11]([c:19]3[c:14]([nH:13]1)[cH:15][cH:16][cH:17][cH:18]3)[CH2:10]2.[C:29]([CH:30]([CH:31]([C:32]([O-:33])=[O:34])[OH:35])[OH:36])([O-:37])=[O:38].[CH3:41][CH2:42][OH:43].[H-:23].[H-:26].[H-:27].[H-:28].[K+:39].[Li+:25].[Na+:40].[O:44]1[CH2:45][CH2:46][CH2:47][CH2:48]1>>[CH2:1]([CH3:2])[N:4]([CH2:5][CH3:6])[c:7]1[cH:8][c:9]2[c:20]([cH:21][cH:22]1)-[c:12]1[c:11]([c:19]3[c:14]([nH:13]1)[cH:15][cH:16][cH:17][cH:18]3)[CH2:10]2. Starting materials: Cl.BrC1=CC=C(C=C1)NN (4-Bromophenylhydrazine hydrochloride), C(C(=O)C)(=O)OCC (ethyl pyruvate), C(C)(=O)O (acetic acid). Run in C(C)O (ethanol). Product: BrC1=CC=C(C=C1)NN=C(C(=O)OCC)C (ethyl pyruvate 4-bromophenylhydrazone). Yield: 71.0%. As a reaction SMILES: Cl.[Br:2][C:3]1[CH:8]=[CH:7][C:6]([NH:9][NH2:10])=[CH:5][CH:4]=1.[C:11]([O:16][CH2:17][CH3:18])(=[O:15])[C:12]([CH3:14])=O.C(O)(=O)C>C(O)C>[Br:2][C:3]1[CH:8]=[CH:7][C:6]([NH:9][N:10]=[C:12]([CH3:14])[C:11]([O:16][CH2:17][CH3:18])=[O:15])=[CH:5][CH:4]=1 |f:0.1|. Reported procedure: 4-Bromophenylhydrazine hydrochloride (15 g), ethyl pyruvate (11 ml) and acetic acid (1 ml) were dissolved in ethanol and heated to reflux for 2 hours, then cooled to room temperature, resulting in precipitation of a yellow solid, which was filtered off and dried in vacuo to give the ethyl pyruvate 4-bromophenylhydrazone (16.3 g, 71%), mp 153-154°; NMR δ (CD3SOCD3) 1.23 (t, 3H), 2.03 (s, 3H), 4.18 (q, 2H), 7.19 (d, 2H), 7.40 (d, 2H), 9.88 (brs, 1H); M/z (−) 285 (M+), 283, 171, 169, 113. Starting materials: ClCC=1N=C(SC1)C1=CC=C(C=C1)Cl (4-(chloromethyl)-2-(4-chlorophenyl)-1,3-thiazole), C([O-])(O)=O.[Na+] (sodium bicarbonate), C(C)(=O)OCC(=O)N1CCC(CC1)C1=C(C(=NC(=C1C#N)S)N)C#N (2-[4-(2-Amino-3,5-dicyano-6-mercaptopyridin-4-yl)piperidin-1-yl]-2-oxoethyl acetate). Solvent: CN(C)C=O (DMF). Reaction conditions: time 8 hour. Yields the product C(C)(=O)OCC(=O)N1CCC(CC1)C1=C(C(=NC(=C1C#N)SCC=1N=C(SC1)C1=CC=C(C=C1)Cl)N)C#N (2-{4-[2-Amino-6-({[2-(4-chlorophenyl)-1,3-thiazol-4-yl]methyl}thio)-3,5-dicyanopyridin-4-yl]-piperidin-1-yl}-2-oxoethyl acetate). RXN SMILES: [C:1]([O:4][CH2:5][C:6]([N:8]1[CH2:13][CH2:12][CH:11]([C:14]2[C:19]([C:20]#[N:21])=[C:18]([SH:22])[N:17]=[C:16]([NH2:23])[C:15]=2[C:24]#[N:25])[CH2:10][CH2:9]1)=[O:7])(=[O:3])[CH3:2].Cl[CH2:27][C:28]1[N:29]=[C:30]([C:33]2[CH:38]=[CH:37][C:36]([Cl:39])=[CH:35][CH:34]=2)[S:31][CH:32]=1.C(=O)(O)[O-].[Na+]>CN(C=O)C>[C:1]([O:4][CH2:5][C:6]([N:8]1[CH2:13][CH2:12][CH:11]([C:14]2[C:19]([C:20]#[N:21])=[C:18]([S:22][CH2:27][C:28]3[N:29]=[C:30]([C:33]4[CH:38]=[CH:37][C:36]([Cl:39])=[CH:35][CH:34]=4)[S:31][CH:32]=3)[N:17]=[C:16]([NH2:23])[C:15]=2[C:24]#[N:25])[CH2:10][CH2:9]1)=[O:7])(=[O:3])[CH3:2] |f:2.3|. Procedure details: 34 mg (0.06 mmol) of the compound from Example 24A are dissolved in 1.2 ml of dry DMF, and 17 mg (0.07 mmol) of 4-(chloromethyl)-2-(4-chlorophenyl)-1,3-thiazole and 19 mg (0.23 mmol) of sodium bicarbonate are added. The reaction mixture is stirred at RT for 8 h. The mixture is then filtered, and about 0.5 ml of water is added to the filtrate. The precipitate formed is filtered off with suction and dried under reduced pressure at +50° C. Starting materials: C=CCOC(=O)C1=C(SC2CC(CCn3cncc3CO)N(C(=O)OCC=C)C2)C(C)C2C(C(C)O)C(=O)N12, CI, CC(C)=O. Yields the product C=CCOC(=O)C1=C(SC2CC(CC[n+]3cn(C)cc3CO)N(C(=O)OCC=C)C2)C(C)C2C(C(C)O)C(=O)N12, [I-]. RXN SMILES: [CH2:1]([CH:2]=[CH2:3])[O:4][C:5](=[O:6])[N:7]1[CH:8]([CH2:31][CH2:32][n:33]2[cH:34][n:35][cH:36][c:37]2[CH2:38][OH:39])[CH2:9][CH:10]([S:12][C:13]2=[C:14]([C:25](=[O:26])[O:27][CH2:28][CH:29]=[CH2:30])[N:15]3[C:16](=[O:24])[CH:17]([CH:21]([CH3:22])[OH:23])[CH:18]3[CH:19]2[CH3:20])[CH2:11]1.[CH3:40][I:41].[CH3:42][C:43](=[O:44])[CH3:45]>>[CH2:1]([CH:2]=[CH2:3])[O:4][C:5](=[O:6])[N:7]1[CH:8]([CH2:31][CH2:32][n+:33]2[cH:34][n:35]([CH3:40])[cH:36][c:37]2[CH2:38][OH:39])[CH2:9][CH:10]([S:12][C:13]2=[C:14]([C:25](=[O:26])[O:27][CH2:28][CH:29]=[CH2:30])[N:15]3[C:16](=[O:24])[CH:17]([CH:21]([CH3:22])[OH:23])[CH:18]3[CH:19]2[CH3:20])[CH2:11]1.[I-:41].